Task: describe an organic reaction: reactants, conditions, products, and yield. Dataset: the Open Reaction Database (ORD), a public repository of structured organic reaction records Reactants: [H-].[Na+] (Sodium hydride), solution, C[Si](C)(C)[N-][Si](C)(C)C.[Na+] (sodium bis(trimethylsilyl)amide), O1CCCC1 (tetrahydrofuran), N1(CCCCC1)[C@H]1CN(CC1)C=1SC2=C(N1)C=CC(=C2)O ((R)-2-(3-(piperidin-1-yl)pyrrolidin-1-yl)benzo[d]thiazol-6-ol), ClC1=CC=C(C=N1)C(=O)NC (6-Chloro-N-methyl-3-pyridinecarboxamide). The solvent is CN(C=O)C (N,N-dimethylformamide). Conditions: time 45 minute. Yields the product CNC(C1=CN=C(C=C1)OC1=CC2=C(N=C(S2)N2C[C@@H](CC2)N2CCCCC2)C=C1)=O ((R)—N-methyl-6-(2-(3-(piperidin-1-yl)pyrrolidin-1-yl)benzo[d]thiazol-6-yloxy)nicotinamide). As a reaction SMILES: [N:1]1([C@@H:7]2[CH2:11][CH2:10][N:9]([C:12]3[S:13][C:14]4[CH:20]=[C:19]([OH:21])[CH:18]=[CH:17][C:15]=4[N:16]=3)[CH2:8]2)[CH2:6][CH2:5][CH2:4][CH2:3][CH2:2]1.[H-].[Na+].C[Si]([N-][Si](C)(C)C)(C)C.[Na+].O1CCCC1.Cl[C:40]1[N:45]=[CH:44][C:43]([C:46]([NH:48][CH3:49])=[O:47])=[CH:42][CH:41]=1>CN(C)C=O>[CH3:49][NH:48][C:46](=[O:47])[C:43]1[CH:42]=[CH:41][C:40]([O:21][C:19]2[CH:18]=[CH:17][C:15]3[N:16]=[C:12]([N:9]4[CH2:10][CH2:11][C@@H:7]([N:1]5[CH2:6][CH2:5][CH2:4][CH2:3][CH2:2]5)[CH2:8]4)[S:13][C:14]=3[CH:20]=2)=[N:45][CH:44]=1 |f:1.2,3.4|. Procedure: A mixture of (R)-2-(3-(piperidin-1-yl)pyrrolidin-1-yl)benzo[d]thiazol-6-ol (Example 47) in N,N-dimethylformamide (˜0.06 M) under a dry nitrogen atmosphere is placed in a microwave vial and stirred. Sodium hydride or a 1 M solution of sodium bis(trimethylsilyl)amide in tetrahydrofuran (1.2 equivalents) is added to the reaction mixture and stirring is continued for 45 minutes. 6-Chloro-N-methyl-3-pyridinecarboxamide (CAS #54189-82-1, 1.2 equivalents) is added to the reaction mixture and stirring i... Starting materials: [N+](=[N-])=C (diazomethane), CN1CCOCC1 (N-methylmorpholine), ClC(=O)OCC (ethyl chloroformate), C(C1=CC=CC=C1)OC(=O)N[C@@H](CC(C)C)C(=O)N[C@@H](CCCC)C(=O)O (N-benzyloxycarbonyl-L-leucyl-L-norleucine). Run in C(C)OCC (diethyl ether), C1CCOC1 (THF). Conditions: temperature 0 celsius, time 30 minute. Product: C(C)(=O)C(CCCC)NC([C@@H](NC(=O)OCC1=CC=CC=C1)CC(C)C)=O (N-benzyloxycarbonyl-L-leucine-(1-acetyl)pentylamide). Reaction SMILES: [CH2:1]([O:8][C:9]([NH:11][C@H:12]([C:17]([NH:19][C@H:20]([C:25]([OH:27])=O)[CH2:21][CH2:22][CH2:23][CH3:24])=[O:18])[CH2:13][CH:14]([CH3:16])[CH3:15])=[O:10])[C:2]1[CH:7]=[CH:6][CH:5]=[CH:4][CH:3]=1.[CH3:28]N1CCOCC1.ClC(OCC)=O.[N+](=C)=[N-]>C1COCC1.C(OCC)C>[C:25]([CH:20]([NH:19][C:17](=[O:18])[C@H:12]([CH2:13][CH:14]([CH3:15])[CH3:16])[NH:11][C:9]([O:8][CH2:1][C:2]1[CH:3]=[CH:4][CH:5]=[CH:6][CH:7]=1)=[O:10])[CH2:21][CH2:22][CH2:23][CH3:24])(=[O:27])[CH3:28]. Reported procedure: In 150 g of anhydrous THF were dissolved 5.4 g of N-benzyloxycarbonyl-L-leucyl-L-norleucine prepared in the same manner as in Example 1-(b) and 3.4 ml of N-methylmorpholine, and 1.6 g of ethyl chloroformate was added thereto under ice-cooling, followed by stirring at 0° C. for 30 minutes. The reaction mixture was added to an excess diazomethane solution in diethyl ether, and the solution was allowed to stand at 0° C. for 1 hour. The solvent was removed by distillation under reduced pressure, and... The yield is 103.8%. Conditions: temperature 50 celsius, time 13 hour. Run in C(C)O (ethanol). The product is C1(=CC=CC=C1)S(=O)(=O)N1C=CC=2C1=NC=C(C2NC2CCCCC2)N (1-benzenesulfonyl-N-4-cyclohexyl-1H-pyrrolo[2,3-b]pyridine-4,5-diamine). RXN SMILES: [C:1]1([S:7]([N:10]2[C:14]3=[N:15][CH:16]=[C:17]([N+:26]([O-])=O)[C:18]([NH:19][CH:20]4[CH2:25][CH2:24][CH2:23][CH2:22][CH2:21]4)=[C:13]3[CH:12]=[CH:11]2)(=[O:9])=[O:8])[CH:6]=[CH:5][CH:4]=[CH:3][CH:2]=1.C1COCC1>[Pd].C(O)C>[C:1]1([S:7]([N:10]2[C:14]3=[N:15][CH:16]=[C:17]([NH2:26])[C:18]([NH:19][CH:20]4[CH2:25][CH2:24][CH2:23][CH2:22][CH2:21]4)=[C:13]3[CH:12]=[CH:11]2)(=[O:9])=[O:8])[CH:2]=[CH:3][CH:4]=[CH:5][CH:6]=1. Starting materials: C1(=CC=CC=C1)S(=O)(=O)N1C=CC=2C1=NC=C(C2NC2CCCCC2)[N+](=O)[O-] ((1-benzenesulfonyl-5-nitro-1H-pyrrolo[2,3-b]pyridin-4-yl)-cyclohexyl-amine), C1CCOC1 (THF). Reagents/catalysts: [Pd] (palladium on carbon). Procedure details: A suspension of (1-benzenesulfonyl-5-nitro-1H-pyrrolo[2,3-b]pyridin-4-yl)-cyclohexyl-amine (10 g, 25.0 mmol) and palladium on carbon (2.7 g, 10%, wet, Degussa, E101 NE/W) in a 3:1 mixture of THF and ethanol (200 ml) was stirred under a hydrogen atmosphere (2-3 balloons) at 50° C. for 13 h. The reaction mixture was cooled to 25° C. then was filtered through Celite. The filtrate was concentrated under reduced pressure to afford crude 1-benzenesulfonyl-N-4-cyclohexyl-1H-pyrrolo[2,3-b]pyridine-4,5-d... The reactants are FC=1C=C2C(=CN(C2=CC1)CCCCCCCC)CN(C)C (1-(5-fluoro-1-octyl-1H-indol-3-yl)-N,N-dimethylmethanamine), FC=1C=C2C(=CN(C2=CC1)CCCCCCCC)CN1CCCCC1 (5-fluoro-1-octyl-3-(piperidin-1-ylmethyl)-1H-indole), aqueous solution, C(=O)([O-])[O-].[K+].[K+] (K2CO3). The reagents and catalysts are C1=CC=C(C=C1)P([C-]2C=CC=C2)C3=CC=CC=C3.C1=CC=C(C=C1)P([C-]2C=CC=C2)C3=CC=CC=C3.Cl[Pd]Cl.[Fe+2] (Pd(dppf)Cl2). Solvent: O1CCOCC1 (1,4-dioxane). Run at time 15 minute. The product is C1(=CC(=CC=C1)C=1C=C2C=CNC2=CC1)C (5-m-tolyl-1H-indole). Isolated yield 55.0%. RXN SMILES: F[C:2]1[CH:3]=[C:4]2[C:8](=[CH:9][CH:10]=1)[N:7](CCCCCCCC)[CH:6]=[C:5]2CN(C)C.F[C:24]1[CH:25]=[C:26]2[C:30](=[CH:31][CH:32]=1)N(CCCCCCCC)C=[C:27]2CN1CCCCC1.C([O-])([O-])=O.[K+].[K+]>O1CCOCC1.C1C=CC(P(C2C=CC=CC=2)[C-]2C=CC=C2)=CC=1.C1C=CC(P(C2C=CC=CC=2)[C-]2C=CC=C2)=CC=1.Cl[Pd]Cl.[Fe+2]>[C:26]1([CH3:27])[CH:30]=[CH:31][CH:32]=[C:24]([C:2]2[CH:3]=[C:4]3[C:8](=[CH:9][CH:10]=2)[NH:7][CH:6]=[CH:5]3)[CH:25]=1 |f:2.3.4,6.7.8.9|. Procedure details: To the mixture of 5-bromo-1H-indole (1, 5 mmol, 1 equiv.), 3-tolylboronic acid (2, 5.5 mmol, 1.1 equiv.) and Pd(dppf)Cl2 (0.25 mmol, 0.05 equiv.) in 12 mL 1,4-dioxane was added 4 mL aqueous solution of K2CO3 (15 mmol, 3 equiv.). The mixture was stirred under argon for about 15 min then stirred under microwave in 130□ for about 25 min twice. On cooling, the solvent was evaporated and the resulting residue was extracted with CH2Cl2 (20 mL×3), the dichloromethane layer was washed with brine, dried ... Starting materials: COC1=CC(=O)NC1, CCO. The product is CCOC1=CC(=O)NC1. Reaction SMILES: [CH3:1][O:2][C:3]1=[CH:4][C:5](=[O:8])[NH:6][CH2:7]1.[CH3:9][CH2:10][OH:11]>>[CH2:1]([O:2][C:3]1=[CH:4][C:5](=[O:8])[NH:6][CH2:7]1)[CH3:9].